Task: describe an organic reaction: reactants, conditions, products, and yield. Dataset: the Open Reaction Database (ORD), a public repository of structured organic reaction records Reactants: palladium tetrakistriphenylphoshine, C(=O)([O-])[O-].[Na+].[Na+] (Na2CO3), C1(=CC=CC=C1)B(O)O (phenyl boronic acid), BrC1=CC=CC(=N1)C(=O)O (6-Bromopicolinic acid). Solvent: COCCOC (1,2-dimethoxyethane). Product: C1(=CC=CC=C1)C1=CC=CC(=N1)C(=O)O (6-phenylpicolinic acid). Yield: 2.5%. As a reaction SMILES: Br[C:2]1[N:7]=[C:6]([C:8]([OH:10])=[O:9])[CH:5]=[CH:4][CH:3]=1.C([O-])([O-])=O.[Na+].[Na+].[C:17]1(B(O)O)[CH:22]=[CH:21][CH:20]=[CH:19][CH:18]=1>COCCOC>[C:17]1([C:2]2[N:7]=[C:6]([C:8]([OH:10])=[O:9])[CH:5]=[CH:4][CH:3]=2)[CH:22]=[CH:21][CH:20]=[CH:19][CH:18]=1 |f:1.2.3|. Procedure details: 6-Bromopicolinic acid (1.0 g) was dissolved in 1,2-dimethoxyethane (15 mL) prior to the addition of palladium tetrakistriphenylphoshine (572 mg), 2M Na2CO3 (5 mL), and phenyl boronic acid (905 mg). The resulting solution was heated at reflux for 48 h. After cooling, 1N HCL was added to adjust the pH<4. A white precipitate was formed and was removed by filtration. A small portion of the filtrate was purified by reverse phase HPLC (gradient elution, water/acetonitrile/TFA) to afford 6-phenylpicoli... Reactants: OC1=CC=C(C(=O)NC=2C=C(C=CC2C)NC(=O)C=2C=C3C=CC=NC3=CC2)C=C1 (N-[3-(4-hydroxybenzamido)-4-methylphenyl]quinoline-6-carboxamide), ClCC1=NC=CC=C1 (2-chloromethylpyridine). Run at temperature 40 celsius. Product: N1=C(C=CC=C1)COC1=CC=C(C(=O)NC=2C=C(C=CC2C)NC(=O)C=2C=C3C=CC=NC3=CC2)C=C1 (N-{3-[4-(2-pyridylmethoxy)benzamido]-4-methylphenyl}quinoline-6-carboxamide). Yield: 72.0%. As a reaction SMILES: [OH:1][C:2]1[CH:30]=[CH:29][C:5]([C:6]([NH:8][C:9]2[CH:10]=[C:11]([NH:16][C:17]([C:19]3[CH:20]=[C:21]4[C:26](=[CH:27][CH:28]=3)[N:25]=[CH:24][CH:23]=[CH:22]4)=[O:18])[CH:12]=[CH:13][C:14]=2[CH3:15])=[O:7])=[CH:4][CH:3]=1.Cl[CH2:32][C:33]1[CH:38]=[CH:37][CH:36]=[CH:35][N:34]=1>>[N:34]1[CH:35]=[CH:36][CH:37]=[CH:38][C:33]=1[CH2:32][O:1][C:2]1[CH:3]=[CH:4][C:5]([C:6]([NH:8][C:9]2[CH:10]=[C:11]([NH:16][C:17]([C:19]3[CH:20]=[C:21]4[C:26](=[CH:27][CH:28]=3)[N:25]=[CH:24][CH:23]=[CH:22]4)=[O:18])[CH:12]=[CH:13][C:14]=2[CH3:15])=[O:7])=[CH:29][CH:30]=1. Procedure details: Using an analogous procedure to that described in Example 7 except that the reaction mixture was heated to 70° C. for 48 hours rather than to 40° C. for 18 hours, N-[3-(4-hydroxybenzamido)-4-methylphenyl]quinoline-6-carboxamide was reacted with 2-chloromethylpyridine to give the title compound in 72% yield; NMR Spectrum: (DMSOd6) 2.22 (s, 3H), 5.28 (s, 2H), 7.16 (d, 2H), 7.22 (d, 1H), 7.34 (m, 1H), 7.53 (m, 1H), 7.62 (m, 2H), 7.85 (m, 2H), 7.95 (m, 1H), 8.12 (d, 1H), 8.23 (m, 1H), 8.52 (m, 1H), ... Reactants: SCC(=O)OC (methyl mercaptoacetate), ClC=1C(=NC(=C(C1OC1=CC(=C(C=C1)OC)C(C)C)Cl)NCC(=O)OC)F (3,5-Dichloro-2-fluoro-4-(3-isopropyl-4-methoxyphenoxy)-6-methoxycarbonylmethylaminopyridine). The product is ClC=1C(=NC(=C(C1OC1=CC(=C(C=C1)O)C(C)C)Cl)SCC(=O)O)F (3,5-Dichloro-2-fluoro-4-(3-isopropyl-4-hydroxyphenoxy)-6-hydroxycarbonylmethylthiopyridine). Reaction SMILES: [SH:1][CH2:2][C:3]([O:5]C)=[O:4].[Cl:7][C:8]1[C:9]([F:33])=[N:10][C:11](NCC(OC)=O)=[C:12]([Cl:26])[C:13]=1[O:14][C:15]1[CH:20]=[CH:19][C:18]([O:21]C)=[C:17]([CH:23]([CH3:25])[CH3:24])[CH:16]=1>>[Cl:7][C:8]1[C:9]([F:33])=[N:10][C:11]([S:1][CH2:2][C:3]([OH:5])=[O:4])=[C:12]([Cl:26])[C:13]=1[O:14][C:15]1[CH:20]=[CH:19][C:18]([OH:21])=[C:17]([CH:23]([CH3:25])[CH3:24])[CH:16]=1. Procedure details: By use of methyl mercaptoacetate in place of glycine methyl ester for the preparation of Compound 1e followed by deprotection as described for example 2. RXN SMILES: [Br:1][C:2]1[CH:3]=[C:4]([CH:7]=[CH:8][C:9]=1[F:10])[CH2:5]O.[CH2:11]([O:13][C:14]([CH:16]=[PH3])=[O:15])[CH3:12]>C1(C)C=CC=CC=1.[O-2].[O-2].[Mn+4]>[Br:1][C:2]1[CH:3]=[C:4]([CH:5]=[CH:16][C:14]([O:13][CH2:11][CH3:12])=[O:15])[CH:7]=[CH:8][C:9]=1[F:10] |f:3.4.5|. Run at time 8 hour. Procedure: 9.65 g (111 mmol) of manganese dioxide were added to a solution of 6.5 g (31.7 mmol) of 3-bromo-4-fluorobenzyl alcohol and 13.25 g (38 mmol) of ethoxycarbonylmethylenephosphorane in 390 ml of toluene. The reaction mixture was heated at reflux, a further 9.65 g of manganese dioxide were added after 1 h and heating under reflux was continued overnight. After cooling, the mixture was filtered through celite and the filtrate was concentrated. The residue was purified by flash chromatography on silic... Reactants: BrC=1C=C(CO)C=CC1F (3-bromo-4-fluorobenzyl alcohol), C(C)OC(=O)C=[PH3] (ethoxycarbonylmethylenephosphorane). The reagents and catalysts are [O-2].[O-2].[Mn+4] (manganese dioxide), [O-2].[O-2].[Mn+4] (manganese dioxide). The solvent is C1(=CC=CC=C1)C (toluene). The product is BrC=1C=C(C=CC1F)C=CC(=O)OCC (Ethyl 3-(3-bromo-4-fluorophenyl)acrylate). Starting materials: FC1=C(CN2CCC=3C2=NC(=C(C3O)C(=O)OCC)C)C=CC=C1F (ethyl 1-(2,3-difluorobenzyl)-4-hydroxy-6-methyl-2,3-dihydro-1H-pyrrolo[2,3-b]pyridine-5-carboxylate). The reagents and catalysts are [O-2].[O-2].[Mn+4] (manganese dioxide). Solvent: C1=CC=CC=C1 (benzene). Conditions: temperature 80 celsius. The product is FC1=C(CN2C=CC=3C2=NC(=C(C3O)C(=O)OCC)C)C=CC=C1F (ethyl 1-(2,3-difluorobenzyl)-4-hydroxy-6-methyl-1H-pyrrolo[2,3-b]pyridine-5-carboxylate). The yield is 86.6%. Reaction SMILES: [F:1][C:2]1[C:24]([F:25])=[CH:23][CH:22]=[CH:21][C:3]=1[CH2:4][N:5]1[C:9]2=[N:10][C:11]([CH3:20])=[C:12]([C:15]([O:17][CH2:18][CH3:19])=[O:16])[C:13]([OH:14])=[C:8]2[CH2:7][CH2:6]1>C1C=CC=CC=1.[O-2].[O-2].[Mn+4]>[F:1][C:2]1[C:24]([F:25])=[CH:23][CH:22]=[CH:21][C:3]=1[CH2:4][N:5]1[C:9]2=[N:10][C:11]([CH3:20])=[C:12]([C:15]([O:17][CH2:18][CH3:19])=[O:16])[C:13]([OH:14])=[C:8]2[CH:7]=[CH:6]1 |f:2.3.4|. Procedure: To a solution of ethyl 1-(2,3-difluorobenzyl)-4-hydroxy-6-methyl-2,3-dihydro-1H-pyrrolo[2,3-b]pyridine-5-carboxylate (9.9 g, 27.0 mmol) in benzene (150 mL) was added manganese dioxide (13.81 g, 135 mmol) (activated 85%, 5 micron) and the mixture was heated to 80° C. under nitrogen atmosphere for 3.5 h. The mixture was filtered hot through celite washing with EtOAc (250 mL) and the filtrate was concentrated, dried in vacuo to provide ethyl 1-(2,3-difluorobenzyl)-4-hydroxy-6-methyl-1H-pyrrolo[2,3-... Run in CO (methanol). Conditions: time 8 hour. Yield: 76.0%. Reaction SMILES: [CH3:1][NH:2][C@@:3]12[C:16]3[C:11](=[CH:12][CH:13]=[CH:14][CH:15]=3)[CH2:10][CH2:9][C@@H:8]1[CH2:7][CH2:6][CH2:5][CH2:4]2.C=O.[C:19]([BH3-])#N.[Na+]>CO>[CH3:1][N:2]([CH3:19])[C:3]12[C:16]3[C:11](=[CH:12][CH:13]=[CH:14][CH:15]=3)[CH2:10][CH2:9][CH:8]1[CH2:7][CH2:6][CH2:5][CH2:4]2 |f:2.3|. The product is CN(C12CCCCC2CCC2=CC=CC=C12)C (1,3,4,9,10,10a-Hexahydro-N,N-dimethyl-4a(2H)-phenanthrenamine). Procedure: To a solution of the compound obtained in Example 4 (1.0 g) in methanol (15 ml) was added aqueous formaldehyde (5 ml, 35%) and in one batch sodium cyanoborohydride (1 g). The reaction was stirred overnight then the solvent removed in vacuo. The residue was taken up in ether and washed with dilute sodium hydroxide, water and finally 2N HCl. The aqueous acid solution was layered with fresh ether and basified with sodium hydroxide solution. The ether layer was washed with water and brine then dried... Starting materials: CN[C@@]12CCCC[C@H]2CCC2=CC=CC=C12 (Cis-1,3,4,9,10,10a-hexahydro-N-methyl-4a(2H)-phenanthrenamine), C=O (formaldehyde), C(#N)[BH3-].[Na+] (sodium cyanoborohydride).